Dataset: the Open Reaction Database (ORD), a public repository of structured organic reaction records. Task: describe an organic reaction: reactants, conditions, products, and yield Reactants: COC=1C=NC=2C(NC=CC2C1)=O (3-methoxy-1,7-naphthyridin-8(7H)-one), P(=O)(Cl)(Cl)Cl (phosphorus oxychloride). The solvent is C(C)#N (acetonitrile). Reaction conditions: temperature 85 celsius. Yields the product ClC=1N=CC=C2C=C(C=NC12)OC (8-chloro-3-methoxy-1,7-naphthyridine). Isolated yield 60.4%. As a reaction SMILES: [CH3:1][O:2][C:3]1[CH:4]=[N:5][C:6]2[C:7](=O)[NH:8][CH:9]=[CH:10][C:11]=2[CH:12]=1.P(Cl)(Cl)([Cl:16])=O>C(#N)C>[Cl:16][C:7]1[N:8]=[CH:9][CH:10]=[C:11]2[C:6]=1[N:5]=[CH:4][C:3]([O:2][CH3:1])=[CH:12]2. Reported procedure: To a mixture of 3-methoxy-1,7-naphthyridin-8(7H)-one (4.50 g, 25.5 mmol) in acetonitrile (102 ml) was added phosphorus oxychloride (11.69 ml, 128 mmol). The reaction mixture was heated to 85° C. for 5 h. The solution was cooled to rt and concentrated in vacuo. The resulting brown residue was partitioned between CH2Cl2 and aqueous saturated NaHCO3 solution; the aqueous layer was back-extracted with DCM (3×). The combined organic extracts were dried over sodium sulfate, the filtrate was concentrat... Reactants: BrC1=C(C2=C(S1)CCCC2)C(=O)NC2=C(C=C(C=C2)F)S (2-bromo-4,5,6,7-tetrahydro-N-(4-fluoro-2-mercaptophenyl)-benzo[b]thiophene-3-carboxamide), C([O-])([O-])=O.[K+].[K+] (potassium carbonate). The solvent is CS(=O)C (dimethyl sulfoxide). The product is FC1=CC2=C(NC(C3=C(S2)SC2=C3CCCC2)=O)C=C1 (8-fluoro-1,2,3,4-tetrahydro-[1]benzothieno[2,3-b][1,5]benzothiazepin-12(11H)-one). Reaction SMILES: Br[C:2]1[S:6][C:5]2[CH2:7][CH2:8][CH2:9][CH2:10][C:4]=2[C:3]=1[C:11]([NH:13][C:14]1[CH:19]=[CH:18][C:17]([F:20])=[CH:16][C:15]=1[SH:21])=[O:12].C(=O)([O-])[O-].[K+].[K+]>CS(C)=O>[F:20][C:17]1[CH:18]=[CH:19][C:14]2[NH:13][C:11](=[O:12])[C:3]3[C:4]4[CH2:10][CH2:9][CH2:8][CH2:7][C:5]=4[S:6][C:2]=3[S:21][C:15]=2[CH:16]=1 |f:1.2.3|. Reported procedure: In the same manner as in Example 74 and using 2-bromo-4,5,6,7-tetrahydro-N-(4-fluoro-2-mercaptophenyl)-benzo[b]thiophene-3-carboxamide, dimethyl sulfoxide and potassium carbonate, 8-fluoro-1,2,3,4-tetrahydro-[1]benzothieno[2,3-b][1,5]benzothiazepin-12(11H)-one is obtained. The reactants are C(=O)(OCC)CC1C(CCC1)=O (2-carbethoxymethylcyclopentan-1-one), C(C)(=O)OC(C)=O (acetic anhydride), O.C1(=CC=C(C=C1)S(=O)(=O)O)C (p-toluenesulfonic acid monohydrate). Yields the product C(C)(=O)OC1=C(CCC1)CC(=O)OCC (1-acetoxy-2-(carbethoxymethyl)cyclopent-1-ene). RXN SMILES: [C:1]([CH2:6][CH:7]1[CH2:11][CH2:10][CH2:9][C:8]1=[O:12])([O:3][CH2:4][CH3:5])=[O:2].[C:13](OC(=O)C)(=[O:15])[CH3:14].O.C1(C)C=CC(S(O)(=O)=O)=CC=1>>[C:13]([O:12][C:8]1[CH2:9][CH2:10][CH2:11][C:7]=1[CH2:6][C:1]([O:3][CH2:4][CH3:5])=[O:2])(=[O:15])[CH3:14] |f:2.3|. Procedure: In the manner described in Example 10, treatment of 2-(carbethoxymethyl)cyclopentan-1-one (Example 210) with acetic anhydride and p-toluenesulfonic acid monohydrate gives an oil, b.p. 130°-131° C. (7 mm). The reactants are C, CO, N#CCCN(c1ccccc1F)c1ccccc1[N+](=O)[O-], [Pd]. Product: N#CCCN(c1ccccc1N)c1ccccc1F. Reaction SMILES: [C:24].[CH3:22][OH:23].[N+:1]([O-:2])(=[O:3])[c:4]1[c:5]([N:10]([c:11]2[c:12]([F:17])[cH:13][cH:14][cH:15][cH:16]2)[CH2:18][CH2:19][C:20]#[N:21])[cH:6][cH:7][cH:8][cH:9]1.[Pd:25]>>[NH2:1][c:4]1[c:5]([N:10]([c:11]2[c:12]([F:17])[cH:13][cH:14][cH:15][cH:16]2)[CH2:18][CH2:19][C:20]#[N:21])[cH:6][cH:7][cH:8][cH:9]1. Reactants: CCOC(=O)C(C)(C)Oc1ccc(-c2cc(Cl)c(CC3CCN(C4CCCCC4)C3=O)c(Cl)c2)cc1, CCO, [Na+], [OH-]. Reaction SMILES: [CH2:1]([CH3:2])[O:3][C:4]([C:5]([CH3:6])([CH3:7])[O:8][c:9]1[cH:10][cH:11][c:12](-[c:15]2[cH:16][c:17]([Cl:35])[c:18]([CH2:22][CH:23]3[C:24](=[O:34])[N:25]([CH:28]4[CH2:29][CH2:30][CH2:31][CH2:32][CH2:33]4)[CH2:26][CH2:27]3)[c:19]([Cl:21])[cH:20]2)[cH:13][cH:14]1)=[O:36].[CH3:39][CH2:40][OH:41].[Na+:38].[OH-:37]>>[O:3]=[C:4]([C:5]([CH3:6])([CH3:7])[O:8][c:9]1[cH:10][cH:11][c:12](-[c:15]2[cH:16][c:17]([Cl:35])[c:18]([CH2:22][CH:23]3[C:24](=[O:34])[N:25]([CH:28]4[CH2:29][CH2:30][CH2:31][CH2:32][CH2:33]4)[CH2:26][CH2:27]3)[c:19]([Cl:21])[cH:20]2)[cH:13][cH:14]1)[OH:36]. Yields the product CC(C)(Oc1ccc(-c2cc(Cl)c(CC3CCN(C4CCCCC4)C3=O)c(Cl)c2)cc1)C(=O)O. As a reaction SMILES: [Cl:18][C:19]([C:20]([Cl:21])=[O:22])=[O:23].[Cl:24][CH2:25][Cl:26].[F:1][c:2]1[cH:3][c:4]([CH2:9][C:10](=[O:11])[OH:12])[cH:5][c:6]([F:8])[cH:7]1.[O:13]=[CH:14][N:15]([CH3:16])[CH3:17]>>[F:1][c:2]1[cH:3][c:4]([CH2:9][C:10](=[O:12])[Cl:18])[cH:5][c:6]([F:8])[cH:7]1. Yields the product O=C(Cl)Cc1cc(F)cc(F)c1. Reactants: O=C(Cl)C(=O)Cl, ClCCl, O=C(O)Cc1cc(F)cc(F)c1, CN(C)C=O.